Dataset: the Open Reaction Database (ORD), a public repository of structured organic reaction records. Task: describe an organic reaction: reactants, conditions, products, and yield Reactants: C(#N)C1=CC=C(C=O)C=C1 (4-Cyanobenzaldehyde), CN (methylamine), solution, S(=O)(=O)([O-])[O-].[Mg+2] (magnesium sulphate), [BH4-].[Na+] (sodium borohydride). The solvent is CO (methanol), O1CCCC1 (tetrahydrofuran), ClCCl (dichloromethane). Run at time 1 hour. The product is CNCC1=CC=C(C#N)C=C1 (4-[(Methylamino)methyl]benzonitrile). As a reaction SMILES: [C:1]([C:3]1[CH:10]=[CH:9][C:6]([CH:7]=O)=[CH:5][CH:4]=1)#[N:2].[CH3:11][NH2:12].S([O-])([O-])(=O)=O.[Mg+2].[BH4-].[Na+]>O1CCCC1.ClCCl.CO>[CH3:11][NH:12][CH2:7][C:6]1[CH:9]=[CH:10][C:3]([C:1]#[N:2])=[CH:4][CH:5]=1 |f:2.3,4.5|. Procedure details: 4-Cyanobenzaldehyde (12.0 g, 92.0 mmol), methylamine (69 ml of a 2.0M solution in tetrahydrofuran, 137 mmol) and magnesium sulphate (45 g) were stirred in dichloromethane (300 ml) at room temperature for 5 days. The mixture was filtered and the filtrate was concentrated under reduced pressure to leave a yellow oil. The oil was dissolved in methanol (200 ml) and sodium borohydride (4.10 g, 109 mmol) was added cautiously with vigorous stirring. Once the addition was complete the reaction was stirr... The reactants are CS(=O)(=O)CCN1CCN(CC1)C(=O)OC(C)(C)C (1,1-dimethylethyl 4-[2-(methylsulfonyl)ethyl]-1-piperazinecarboxylate), Cl.CO (HCl MeOH). Run in CO (MeOH). Run at temperature 50 celsius. Product: Cl.CS(=O)(=O)CCN1CCNCC1 (1-[2-(methylsulfonyl)ethyl]piperazine hydrochloride), Cl (HCl). The yield is 688.0%. RXN SMILES: [CH3:1][S:2]([CH2:5][CH2:6][N:7]1[CH2:12][CH2:11][N:10](C(OC(C)(C)C)=O)[CH2:9][CH2:8]1)(=[O:4])=[O:3].[ClH:20].CO>CO>[ClH:20].[CH3:1][S:2]([CH2:5][CH2:6][N:7]1[CH2:8][CH2:9][NH:10][CH2:11][CH2:12]1)(=[O:3])=[O:4].[ClH:20] |f:1.2,4.5|. Procedure details: To the solution of 1,1-dimethylethyl 4-[2-(methylsulfonyl)ethyl]-1-piperazinecarboxylate (106 g, 360 mmol) in MeOH (500 mL) was added HCl/MeOH (5M, 1000 mL, 5000 mmol), and the mixture was heated at 50° C. for 1 h before evaporating most of the solvent. The residue was filtered and washed with MeOH to give the desired product as HCl salt (90.3 g, 95% yield). 1H NMR (400 MHz, D2O) δ ppm 3.30-3.72 (m, 12H), 3.09 (s, 3H). Procedure details: Methylmagnesium bromid (1.80 ml, 3M in diethyl ether) is added to a solution of 5-[5-(3,5-dichloro-phenyl)-5-trifluoromethyl-4,5-dihydro-isoxazol-3-yl]-3-methyl-thiophene-2-carbaldehyde (Example 1, (ii) step B, 2 g) in tetrahydrofuran (39 ml) under nitrogen at 0° C. The mixture is slowly warmed to room temperature and stirred overnight. After 21 hours, the reaction is quenched with a saturated aqueous solution of NH4Cl in water. The mixture is extracted two times with ethyl acetate. The organic ... Conditions: time 8 hour. Yields the product ClC=1C=C(C=C(C1)Cl)C1(CC(=NO1)C1=CC(=C(S1)C(C)O)C)C(F)(F)F (1-{5-[5-(3,5-dichloro-phenyl)-5-trifluoromethyl-4,5-dihydro-isoxazol-3-yl]-3-methyl-thiophen-2-yl}-ethanol). As a reaction SMILES: [CH3:1][Mg]Br.[Cl:4][C:5]1[CH:6]=[C:7]([C:12]2([C:25]([F:28])([F:27])[F:26])[O:16][N:15]=[C:14]([C:17]3[S:21][C:20]([CH:22]=[O:23])=[C:19]([CH3:24])[CH:18]=3)[CH2:13]2)[CH:8]=[C:9]([Cl:11])[CH:10]=1>O1CCCC1>[Cl:4][C:5]1[CH:6]=[C:7]([C:12]2([C:25]([F:27])([F:26])[F:28])[O:16][N:15]=[C:14]([C:17]3[S:21][C:20]([CH:22]([OH:23])[CH3:1])=[C:19]([CH3:24])[CH:18]=3)[CH2:13]2)[CH:8]=[C:9]([Cl:11])[CH:10]=1. Reactants: C[Mg]Br (Methylmagnesium bromid), ClC=1C=C(C=C(C1)Cl)C1(CC(=NO1)C1=CC(=C(S1)C=O)C)C(F)(F)F (5-[5-(3,5-dichloro-phenyl)-5-trifluoromethyl-4,5-dihydro-isoxazol-3-yl]-3-methyl-thiophene-2-carbaldehyde). Run in O1CCCC1 (tetrahydrofuran).